This data is from the Open Reaction Database (ORD), a public repository of structured organic reaction records. The task is: describe an organic reaction: reactants, conditions, products, and yield Starting materials: Cc1ccccc1, [H][H], Nc1cccc2c([N+](=O)[O-])cccc12. Product: Nc1cccc2c(N)cccc12. RXN SMILES: [CH3:17][c:18]1[cH:19][cH:20][cH:21][cH:22][cH:23]1.[H:15][H:16].[N+:1]([O-:2])(=[O:3])[c:4]1[c:5]2[cH:6][cH:7][cH:8][c:9]([NH2:14])[c:10]2[cH:11][cH:12][cH:13]1>>[NH2:1][c:4]1[c:5]2[cH:6][cH:7][cH:8][c:9]([NH2:14])[c:10]2[cH:11][cH:12][cH:13]1.